Dataset: the Open Reaction Database (ORD), a public repository of structured organic reaction records. Task: describe an organic reaction: reactants, conditions, products, and yield The reactants are [Cl-].[NH4+] (ammonium chloride), C(C#CC)(=O)OC (methyl 2-butynoate), CCOCC (ether), C(C)[Mg]Br (ethyl magnesium bromide), solution, CCOCC (ether). Run at time 4 hour. The product is C(C)C(C#CC)(CC)O (4-Ethylhex-2-yn-4-ol). RXN SMILES: [C:1]([O:6]C)(=O)[C:2]#[C:3][CH3:4].[CH2:8]([Mg]Br)[CH3:9].[Cl-].[NH4+].[CH3:14][CH2:15]OCC>>[CH2:14]([C:1]([OH:6])([CH2:8][CH3:9])[C:2]#[C:3][CH3:4])[CH3:15] |f:2.3|. Procedure: A solution of methyl 2-butynoate (1.5 g) in ether (50 ml) was cooled to 0°, treated with ethyl magnesium bromide (21 ml of a 3M solution in ether) and stirred at room temperature for 4 hours. The mixture was then cooled to 0° and treated with saturated ammonium chloride solution, whereafter the product was extracted into ether and the title compound (1.2 g) was isolated by chromatography. IR (CCl4) νmax 2200 (C≡C), 3450 cm-1 (OH); NMR (CCl4) δ 1.83 (s, H3C--C≡), 2.3 (s), 1.36-1.6 (m, CH2CH3), 0.... Starting materials: O=C(c1ccncc1)c1cc(Cl)ccc1NS(=O)(=O)c1ccc(Br)cc1, C1CCNC1, [K+], [K+], [K+], C1COCCO1, O=P([O-])([O-])[O-]. Reaction SMILES: [Br:1][c:2]1[cH:3][cH:4][c:5]([S:8](=[O:9])(=[O:10])[NH:11][c:12]2[c:13]([C:19](=[O:20])[c:21]3[cH:22][cH:23][n:24][cH:25][cH:26]3)[cH:14][c:15]([Cl:18])[cH:16][cH:17]2)[cH:6][cH:7]1.[CH2:35]1[CH2:36][CH2:37][NH:38][CH2:39]1.[K+:32].[K+:33].[K+:34].[O:40]1[CH2:41][CH2:42][O:43][CH2:44][CH2:45]1.[P:27]([O-:28])([O-:29])([O-:30])=[O:31]>>[c:2]1([N:38]2[CH2:37][CH2:36][CH2:35][CH2:39]2)[cH:3][cH:4][c:5]([S:8](=[O:9])(=[O:10])[NH:11][c:12]2[c:13]([C:19](=[O:20])[c:21]3[cH:22][cH:23][n:24][cH:25][cH:26]3)[cH:14][c:15]([Cl:18])[cH:16][cH:17]2)[cH:6][cH:7]1. Product: O=C(c1ccncc1)c1cc(Cl)ccc1NS(=O)(=O)c1ccc(N2CCCC2)cc1. Reactants: [H-].[Na+] (sodium hydride), hydrochloric acid ice water, ClCC1=NC(=CC=C1)OC1=CC=CC=C1 (2-chloromethyl-6-phenoxypyridine), ClCC(CO)(C)C (3-chloro-2,2-dimethylpropanol). Run in CN(C)C=O (DMF), CN(C)C=O (DMF). Conditions: time 12 hour. Yields the product ClCC(COCC1=NC(=CC=C1)OC1=CC=CC=C1)(C)C (6-phenoxy-2-pyridylmethyl 3-chloro-2,2-dimethylpropyl ether). Yield: 11.6%. Reaction SMILES: [H-].[Na+].Cl[CH2:4][C:5]1[CH:10]=[CH:9][CH:8]=[C:7]([O:11][C:12]2[CH:17]=[CH:16][CH:15]=[CH:14][CH:13]=2)[N:6]=1.[Cl:18][CH2:19][C:20]([CH3:24])([CH3:23])[CH2:21][OH:22]>CN(C=O)C>[Cl:18][CH2:19][C:20]([CH3:24])([CH3:23])[CH2:21][O:22][CH2:4][C:5]1[CH:10]=[CH:9][CH:8]=[C:7]([O:11][C:12]2[CH:17]=[CH:16][CH:15]=[CH:14][CH:13]=2)[N:6]=1 |f:0.1|. Procedure: Under a nitrogen atmosphere, 0.65 g of sodium hydride (60% oily suspension) was suspended in 10 ml of dry DMF, and a solution of 3.23 g of 2-chloromethyl-6-phenoxypyridine and 2.00 g of 3-chloro-2,2-dimethylpropanol in 10 ml of dry DMF was added dropwise with ice-cooling. After stirring for 12 hours at room temperature, the reaction solution was poured into dilute hydrochloric acid-ice water and extracted twice with diethyl ether. The ether layers were combined, washed with a saturated aqueous s... Starting materials: Cc1cn(C2CC(O)C(CO)O2)c(=O)[nH]c1=O, O=C(Cl)OCCc1ccc(Cl)cc1[N+](=O)[O-], ClCCl, c1ccncc1. Yields the product Cc1cn(C2CC(O)C(COC(=O)OCCc3ccc(Cl)cc3[N+](=O)[O-])O2)c(=O)[nH]c1=O. Reaction SMILES: [CH3:1][c:2]1[cH:3][n:4]([CH:5]2[CH2:6][CH:7]([OH:8])[CH:9]([CH2:10][OH:11])[O:12]2)[c:13](=[O:14])[nH:15][c:16]1=[O:17].[Cl:24][c:25]1[cH:26][c:27]([N+:37](=[O:38])[O-:39])[c:28]([CH2:31][CH2:32][O:33][C:34](=[O:35])[Cl:36])[cH:29][cH:30]1.[Cl:40][CH2:41][Cl:42].[cH:18]1[cH:19][cH:20][n:21][cH:22][cH:23]1>>[CH3:1][c:2]1[cH:3][n:4]([CH:5]2[CH2:6][CH:7]([OH:8])[CH:9]([CH2:10][O:11][C:34]([O:33][CH2:32][CH2:31][c:28]3[c:27]([N+:37](=[O:38])[O-:39])[cH:26][c:25]([Cl:24])[cH:30][cH:29]3)=[O:35])[O:12]2)[c:13](=[O:14])[nH:15][c:16]1=[O:17]. The reactants are C(C)(C)(C)OC(=O)N1CCN(CCC1)C1=CC=C(C=C1)C(C)(C)C (4-(4-tert-butyl-phenyl)-[1,4]diazepane-1-carboxylic acid tert-butyl ester), FC(C(=O)O)(F)F (trifluoroacetic acid), ClCCl (dichloromethane). Run at time 2 hour. The product is Cl.C(C)(C)(C)C1=CC=C(C=C1)N1CCNCCC1 (1-(4-tert-butyl-phenyl)-[1,4]diazepane hydrochloride). RXN SMILES: C(OC([N:8]1[CH2:14][CH2:13][CH2:12][N:11]([C:15]2[CH:20]=[CH:19][C:18]([C:21]([CH3:24])([CH3:23])[CH3:22])=[CH:17][CH:16]=2)[CH2:10][CH2:9]1)=O)(C)(C)C.FC(F)(F)C(O)=O.[Cl:32]CCl>>[ClH:32].[C:21]([C:18]1[CH:17]=[CH:16][C:15]([N:11]2[CH2:12][CH2:13][CH2:14][NH:8][CH2:9][CH2:10]2)=[CH:20][CH:19]=1)([CH3:24])([CH3:22])[CH3:23] |f:3.4|. Procedure: To 4-(4-tert-butyl-phenyl)-[1,4]diazepane-1-carboxylic acid tert-butyl ester (541 mg; 16.3 mmol, prepared in accordance with Example 160) is added a 2:3 mixture of trifluoroacetic acid and dichloromethane (5 mL) and the resulting reaction mixture is stirred at room temperature for 2 hours. All volatiles are then removed under high vacuum and the residue is taken up in a 4 molar solution of hydrochloric acid in dioxane. The solution is allowed to stand over night and the precipitate formed is fil... Starting materials: FC(CNC(=O)C1(CCC=2N1C=NC2)C2=C(C=C(C=C2)C#N)Br)(F)F (5-(2-Bromo-4-cyanophenyl)-6,7-dihydro-5H-pyrrolo[1,2-c]imidazole-5-carboxylic acid (2,2,2-trifluoroethyl)amide), CNCCNC (N,N′-dimethylethylene diamine), C(=O)([O-])[O-].[Cs+].[Cs+] (Cs2CO3). The reagents and catalysts are [Cu]I (CuI). The solvent is C1CCOC1 (THF). Conditions: temperature 110 celsius. Product: O=C1N(C2=CC(=CC=C2C12CCC=1N2C=NC1)C#N)CC(F)(F)F (1,2,6′,7′-Tetrahydro-2-oxo-1-(2,2,2-trifluoroethyl)spiro[3H-indole-3,5′-[5H]pyrrolo[1,2-c]imidazole]-6-carbonitrile). Reaction SMILES: [F:1][C:2]([F:25])([F:24])[CH2:3][NH:4][C:5]([C:7]1([C:15]2[CH:20]=[CH:19][C:18]([C:21]#[N:22])=[CH:17][C:16]=2Br)[N:11]2[CH:12]=[N:13][CH:14]=[C:10]2[CH2:9][CH2:8]1)=[O:6].CNCCNC.C([O-])([O-])=O.[Cs+].[Cs+]>[Cu]I.C1COCC1>[O:6]=[C:5]1[C:7]2([N:11]3[CH:12]=[N:13][CH:14]=[C:10]3[CH2:9][CH2:8]2)[C:15]2[C:20](=[CH:19][C:18]([C:21]#[N:22])=[CH:17][CH:16]=2)[N:4]1[CH2:3][C:2]([F:25])([F:24])[F:1] |f:2.3.4|. Reported procedure: A suspension of 5-(2-Bromo-4-cyanophenyl)-6,7-dihydro-5H-pyrrolo[1,2-c]imidazole-5-carboxylic acid (2,2,2-trifluoroethyl)amide (0.168 g, 0.405 mmol), given in example 9, CuI (0.004 g, 0.021 mmol), N,N′-dimethylethylene diamine (0.005 mL, 0.042 mmol), Cs2CO3 (0.198 g, 0.609 mmol), and THF (15 mL) is heated to 110° C. for 60 h. The mixture is then filtered and concentrated. The residue is purified via flash chromatography (EtOAc/hexanes) to give 1,2,6′,7′-Tetrahydro-2-oxo-1-(2,2,2-trifluoroethyl)s... Reactants: [I-].[K+] (Potassium iodide), FC(C1=CC=C(C(C(=O)O)=C1)N)(F)F (5-Trifluoromethylanthranilic acid), Cl (HCl), N(=O)[O-].[Na+] (Sodium nitrite). Solvent: OS(=O)(=O)O (H2SO4), O (water), O (water), O (water). Conditions: temperature 0 celsius, time 30 minute. Yields the product FC(C=1C=CC(=C(C(=O)O)C1)I)(F)F (5-trifluoromethyl-2-iodobenzoic acid). RXN SMILES: [F:1][C:2]([F:14])([F:13])[C:3]1[CH:11]=[C:7]([C:8]([OH:10])=[O:9])[C:6](N)=[CH:5][CH:4]=1.Cl.N([O-])=O.[Na+].[I-:20].[K+]>O.OS(O)(=O)=O>[F:1][C:2]([F:14])([F:13])[C:3]1[CH:4]=[CH:5][C:6]([I:20])=[C:7]([CH:11]=1)[C:8]([OH:10])=[O:9] |f:2.3,4.5|. Procedure: 5-Trifluoromethylanthranilic acid (43 g, 0.21 mol) is suspended in a mixture of concentrated HCl (40 mL) and water (240 mL), cooled to 0° C. and stirred. Sodium nitrite (18 g, 0.26 mol) is dissolved in water (50 mL) and slowly added taking care to maintain the temperature of the reaction mixture below 5° C. Stirring is continued at 0° C. for 30 minutes. Potassium iodide (65 g, 0.39 mol) is dissolved in a mixture of concentrated H2SO4 (15 mL) and water (100 mL) and the solution is added dropwise ...